From a dataset of the Open Reaction Database (ORD), a public repository of structured organic reaction records. describe an organic reaction: reactants, conditions, products, and yield Reactants: ClC1=CC=C(C=C1)C(O)(C=1NC=CN1)C1=CC=C(C=C1)Cl (α,α-bis(p-chlorophenyl)imidazole-2-methanol), [OH-].[Na+] (sodium hydroxide), [I-].[K+] (potassium iodide), C(C1=CC=CC=C1)OCCl (benzyloxymethyl chloride), C1([N+](=O)[O-])=CC([N+](=O)[O-])=CC([N+](=O)[O-])=C1O (picric acid). The solvent is C(C)#N (acetonitrile), C(C)#N (acetonitrile). Reaction conditions: temperature 50 celsius. Yields the product C(C1=CC=CC=C1)OCN1C(=NC=C1)C(O)(C1=CC=C(C=C1)Cl)C1=CC=C(C=C1)Cl (1-[(Benzyloxy)methyl]-α,α-bis(p-chlorophenyl)imidazole-2-methanol). As a reaction SMILES: [Cl:1][C:2]1[CH:7]=[CH:6][C:5]([C:8]([C:15]2[CH:20]=[CH:19][C:18]([Cl:21])=[CH:17][CH:16]=2)([C:10]2[NH:11][CH:12]=[CH:13][N:14]=2)[OH:9])=[CH:4][CH:3]=1.[OH-].[Na+].C1(C(O)=C([N+]([O-])=O)C=C([N+]([O-])=O)C=1)[N+]([O-])=O.[I-].[K+].[CH2:42]([O:49][CH2:50]Cl)[C:43]1[CH:48]=[CH:47][CH:46]=[CH:45][CH:44]=1>C(#N)C>[CH2:42]([O:49][CH2:50][N:14]1[CH:13]=[CH:12][N:11]=[C:10]1[C:8]([C:15]1[CH:20]=[CH:19][C:18]([Cl:21])=[CH:17][CH:16]=1)([C:5]1[CH:4]=[CH:3][C:2]([Cl:1])=[CH:7][CH:6]=1)[OH:9])[C:43]1[CH:48]=[CH:47][CH:46]=[CH:45][CH:44]=1 |f:1.2,4.5|. Procedure details: A mixture of 125 ml. of acetonitrile, 9.2 g of α,α-bis(p-chlorophenyl)imidazole-2-methanol (prepared according to Example III) and 1.5 g of sodium hydroxide was stirred for one hour. To the--now homogeneous--reaction mixture 500 mg of picric acid and a few crystals of potassium iodide were added and the mixture was heated to 50° C. A solution of 5.2 g of benzyloxymethyl chloride in 50 ml. of acetonitrile was then added dropwise and the reaction mixture was subsequently refluxed for 4 hours. The ...